This data is from the Open Reaction Database (ORD), a public repository of structured organic reaction records. The task is: describe an organic reaction: reactants, conditions, products, and yield The reactants are Br[Mg]c1ccccc1, COCNC(=O)C1CCN(C(=O)OC(C)(C)C)C1, C1CCOC1. The product is CC(C)(C)OC(=O)N1CCC(C(=O)c2ccccc2)C1. As a reaction SMILES: [Br:24][Mg:25][c:26]1[cH:27][cH:28][cH:29][cH:30][cH:31]1.[C:1]([CH3:2])([CH3:3])([CH3:4])[O:5][C:6](=[O:7])[N:8]1[CH2:9][CH:10]([C:13]([NH:14][CH2:15][O:16][CH3:17])=[O:18])[CH2:11][CH2:12]1.[CH2:19]1[O:20][CH2:21][CH2:22][CH2:23]1>>[C:1]([CH3:2])([CH3:3])([CH3:4])[O:5][C:6](=[O:7])[N:8]1[CH2:9][CH:10]([C:13](=[O:18])[c:26]2[cH:27][cH:28][cH:29][cH:30][cH:31]2)[CH2:11][CH2:12]1. Starting materials: C(C1=CC=CC=C1)OCCCCCCOCC(F)(F)C=1C=C(C=CC1)NC(=O)NCC(=O)O (N-({[3-(2-{[6-(benzyloxy)hexyl]oxy)-1,1-difluoroethyl)phenyl]amino}carbonyl)glycine), Cl (HCl). The solvent is O (water). The product is C(C1=CC=CC=C1)OCCCCCCOCC(F)(F)C=1C=C(C=CC1)N1C(NCC1=O)=O (3-[3-(2-{[6-(benzyloxy)hexyl]oxy}-1,1-difluoroethyl)phenyl]imidazolidine-2,4-dione). Procedure details: A solution of Intermediate 60 (3.42 g, 7.4 mmol), water (20 mL) and concentrated HCl (5.5 mL) was heated at 140° C. for 12 hours. The reaction was cooled. The crude was extracted with ethyl acetate (50 mL) and washed with saturated solution of sodium bicarbonate (2×20 mL), water (2×20 mL) and brine (1×20 mL), dried (Na2SO4) and concentrated. The titled compound was obtained (2.52 g, 76%) as oil. As a reaction SMILES: [CH2:1]([O:8][CH2:9][CH2:10][CH2:11][CH2:12][CH2:13][CH2:14][O:15][CH2:16][C:17]([C:20]1[CH:21]=[C:22]([NH:26][C:27]([NH:29][CH2:30][C:31]([OH:33])=O)=[O:28])[CH:23]=[CH:24][CH:25]=1)([F:19])[F:18])[C:2]1[CH:7]=[CH:6][CH:5]=[CH:4][CH:3]=1.Cl>O>[CH2:1]([O:8][CH2:9][CH2:10][CH2:11][CH2:12][CH2:13][CH2:14][O:15][CH2:16][C:17]([C:20]1[CH:21]=[C:22]([N:26]2[C:31](=[O:33])[CH2:30][NH:29][C:27]2=[O:28])[CH:23]=[CH:24][CH:25]=1)([F:19])[F:18])[C:2]1[CH:3]=[CH:4][CH:5]=[CH:6][CH:7]=1. The reactants are C(C)(=O)[O-].[K+] (potassium acetate), sol., ClC1=C(C=CC=C1)C1=NC2=CC(=CC=C2C=C1C#N)F (2-(2-chlorophenyl)-7-fluoroquinoline-3-carbonitrile), C1(=CC=CC=C1)C (toluene), C1(=CC=CC=C1)C (Toluene), CC(C)C[AlH]CC(C)C (DIBAL-H), Cl (HCl). Solvent: ice water. Conditions: temperature -15 celsius. Yields the product ClC1=C(C=CC=C1)C1=NC2=CC(=CC=C2C=C1C=O)F (2-(2-chlorophenyl)-7-fluoroquinoline-3-carbaldehyde). Reaction SMILES: [Cl:1][C:2]1[CH:7]=[CH:6][CH:5]=[CH:4][C:3]=1[C:8]1[C:17]([C:18]#N)=[CH:16][C:15]2[C:10](=[CH:11][C:12]([F:20])=[CH:13][CH:14]=2)[N:9]=1.C1(C)C=CC=CC=1.CC(C[AlH]CC(C)C)C.Cl.C([O-])(=[O:40])C.[K+]>>[Cl:1][C:2]1[CH:7]=[CH:6][CH:5]=[CH:4][C:3]=1[C:8]1[C:17]([CH:18]=[O:40])=[CH:16][C:15]2[C:10](=[CH:11][C:12]([F:20])=[CH:13][CH:14]=2)[N:9]=1 |f:4.5|. Reported procedure: To a solution of 2-(2-chlorophenyl)-7-fluoroquinoline-3-carbonitrile (1.000 g, 3.537 mmol) in toluene (3.537 mL, 3.537 mmol) at −78° C. was added with stirring, DIBAL-H, 1 M sol. in Toluene (3.891 mL, 3.891 mmol) and the mixture was allowed to warm to −15° C. with stirring over 13 h. The mixture was cooled in ice water bath, quenched by addition of 1 N aq. HCl (14.15 mL, 14.15 mmol), and stirred for 2 h. To the mixture was added potassium acetate (3 g, 30.56 mmol, 8.6 eqv) and the mixture extrac... The reactants are FC1=CC=C(C=C1)[C@@H](C)NC(=O)[C@@H]1CC[C@H](CC1)NS(=O)(=O)C=1C=NC(=C(C1)Br)OC (Trans-4-(5-Bromo-6-methoxy-pyridine-3-sulfonylamino)-cyclohexanecarboxylic acid [(R)-1-(4-fluoro-phenyl)-ethyl]-amide), CNC (dimethylamine), C1CCOC1 (THF), CC(C)C1=CC(=C(C(=C1)C(C)C)C2=C(C=CC=C2)P(C3CCCCC3)C4CCCCC4)C(C)C (X-phos), CC(C)([O-])C.[Na+] (sodium tert-butoxide). Reagents/catalysts: C=1C=CC(=CC1)/C=C/C(=O)/C=C/C2=CC=CC=C2.C=1C=CC(=CC1)/C=C/C(=O)/C=C/C2=CC=CC=C2.C=1C=CC(=CC1)/C=C/C(=O)/C=C/C2=CC=CC=C2.[Pd].[Pd] (Pd2(dba)3). The solvent is O (H2O), CN(C)C=O (DMF). The product is CN(C=1C=C(C=NC1OC)S(=O)(=O)N[C@@H]1CC[C@H](CC1)C(=O)N[C@H](C)C1=CC=C(C=C1)F)C (Trans-4-(5-(dimethylamino)-6-methoxypyridine-3-sulfonamido)-N—((R)-1-(4-fluorophenyl)ethyl)cyclohexanecarboxamide). The yield is 28.0%. As a reaction SMILES: [F:1][C:2]1[CH:7]=[CH:6][C:5]([C@H:8]([NH:10][C:11]([C@H:13]2[CH2:18][CH2:17][C@H:16]([NH:19][S:20]([C:23]3[CH:24]=[N:25][C:26]([O:30][CH3:31])=[C:27](Br)[CH:28]=3)(=[O:22])=[O:21])[CH2:15][CH2:14]2)=[O:12])[CH3:9])=[CH:4][CH:3]=1.[CH3:32][NH:33][CH3:34].C1COCC1.CC(C1C=C(C(C)C)C(C2C=CC=CC=2P(C2CCCCC2)C2CCCCC2)=C(C(C)C)C=1)C.CC(C)([O-])C.[Na+]>CN(C=O)C.O.C1C=CC(/C=C/C(/C=C/C2C=CC=CC=2)=O)=CC=1.C1C=CC(/C=C/C(/C=C/C2C=CC=CC=2)=O)=CC=1.C1C=CC(/C=C/C(/C=C/C2C=CC=CC=2)=O)=CC=1.[Pd].[Pd]>[CH3:32][N:33]([CH3:34])[C:27]1[CH:28]=[C:23]([S:20]([NH:19][C@H:16]2[CH2:17][CH2:18][C@H:13]([C:11]([NH:10][C@@H:8]([C:5]3[CH:6]=[CH:7][C:2]([F:1])=[CH:3][CH:4]=3)[CH3:9])=[O:12])[CH2:14][CH2:15]2)(=[O:22])=[O:21])[CH:24]=[N:25][C:26]=1[O:30][CH3:31] |f:4.5,8.9.10.11.12|. Procedure details: Trans-4-(5-Bromo-6-methoxy-pyridine-3-sulfonylamino)-cyclohexanecarboxylic acid [(R)-1-(4-fluoro-phenyl)-ethyl]-amide (Example 223, 65 mg, 0.126 mmol), dimethylamine in THF (2M, 630 ul, 1.26 mmol), Pd2(dba)3 (12 mg, 0.013 mmol), X-phos (6 mg, 0.013 mmol), sodium tert-butoxide (61 mg, 0.63 mmol) were dissolved in DMF (2 ml). The reaction mixture was microwaved at 180° C. for 15 min., after which LCMS indicated the reaction was complete. The mixture was diluted with H2O and extracted with EtOAc (×... Starting materials: CC1=C(N2[C@@H]([C@@H](C2=O)NC(=O)C(C3=CCC=CC3)N)SC1)C(=O)O.O.O (cephradine hydrate), Cl (hydrochloric acid), CN(C=O)C (dimethylformamide), Cl (hydrochloric acid). The solvent is O (water). Product: CC1=C(N2[C@@H]([C@@H](C2=O)NC(=O)[C@@H](C3=CCC=CC3)N)SC1)C(=O)O (CEPHRADINE). Reaction SMILES: [CH3:1][C:2]1[CH2:21][S:20][C@@H:5]2[C@H:6]([NH:9][C:10]([CH:12]([NH2:19])[C:13]3[CH2:18][CH:17]=[CH:16][CH2:15][CH:14]=3)=[O:11])[C:7](=[O:8])[N:4]2[C:3]=1[C:22]([OH:24])=[O:23].O.O.Cl.CN(C)C=O>O>[CH3:1][C:2]1[CH2:21][S:20][C@@H:5]2[C@H:6]([NH:9][C:10]([C@H:12]([NH2:19])[C:13]3[CH2:18][CH:17]=[CH:16][CH2:15][CH:14]=3)=[O:11])[C:7](=[O:8])[N:4]2[C:3]=1[C:22]([OH:24])=[O:23] |f:0.1.2|. Procedure details: 50 g of commercially available cephradine hydrate were suspended in a mixture of water and conc. hydrochloric acid (180/7) at 5° to 10° C. with stirring. The pH was brought to 1.6 to 2.0 with hydrochloric acid in order to form a complete solution and 16 g of dimethylformamide were added. The solution was filtered and the residue was washed with 35 ml of water. The combined filtrate was warmed to 35° to 40° and the pH brought to 2.8 with aqueous triethylamine. Stirring was continued for several m...